Dataset: the Open Reaction Database (ORD), a public repository of structured organic reaction records. Task: describe an organic reaction: reactants, conditions, products, and yield Reactants: ClC=1C=C(C=C(C1OC1=CC(=C(C=C1)OC)CC1=CC=C(C=C1)F)Cl)[N+](=O)[O-] (3,5-Dichloro-4-[3'-(4-fluorobenzyl)-4'-methoxyphenoxy]nitrobenzene). Reagents/catalysts: [Pt] (platinum on carbon). The solvent is C(C)O (ethanol). Yields the product ClC=1C=C(N)C=C(C1OC1=CC(=C(C=C1)OC)CC1=CC=C(C=C1)F)Cl (3,5-dichloro-4-[3'-(4-fluorobenzyl)-4'-methoxyphenoxy]-aniline). RXN SMILES: [Cl:1][C:2]1[CH:3]=[C:4]([N+:26]([O-])=O)[CH:5]=[C:6]([Cl:25])[C:7]=1[O:8][C:9]1[CH:14]=[CH:13][C:12]([O:15][CH3:16])=[C:11]([CH2:17][C:18]2[CH:23]=[CH:22][C:21]([F:24])=[CH:20][CH:19]=2)[CH:10]=1>[Pt].C(O)C>[Cl:1][C:2]1[CH:3]=[C:4]([CH:5]=[C:6]([Cl:25])[C:7]=1[O:8][C:9]1[CH:14]=[CH:13][C:12]([O:15][CH3:16])=[C:11]([CH2:17][C:18]2[CH:23]=[CH:22][C:21]([F:24])=[CH:20][CH:19]=2)[CH:10]=1)[NH2:26]. Procedure: 3,5-Dichloro-4-[3'-(4-fluorobenzyl)-4'-methoxyphenoxy]nitrobenzene (3.64 g) and 360 mg of 10% platinum on carbon in 200 ml ethanol is hydrogenated on a Parr shaker. Catalyst is removed by filtration through Celite and the filtrate stripped to afford 3,5-dichloro-4-[3'-(4-fluorobenzyl)-4'-methoxyphenoxy]-aniline. This is redissolved with 1.10 ml ethyl bromoacetate and 1.28 g of diisopropylethylamine in 30 ml dimethylformamide and heated at 140° for 18 hours. Solvent is removed with high vacuum an...